This data is from the Open Reaction Database (ORD), a public repository of structured organic reaction records. The task is: describe an organic reaction: reactants, conditions, products, and yield Starting materials: [N-]=C=O.[K+] (potassium isocyanate), Cl (hydrochloric acid), O1C(CCCC1)OCCN (2-(tetrahydropyran-2-yloxy) ethylamine), ice. Solvent: O (water). Yields the product O1C(CCCC1)OCCNC(=O)N (N-[2-(Tetrahydropyran-2-yloxy)ethyl]urea). Isolated yield 92.0%. Reaction SMILES: [O:1]1[CH2:6][CH2:5][CH2:4][CH2:3][CH:2]1[O:7][CH2:8][CH2:9][NH2:10].[N-:11]=[C:12]=[O:13].[K+].Cl>O>[O:1]1[CH2:6][CH2:5][CH2:4][CH2:3][CH:2]1[O:7][CH2:8][CH2:9][NH:10][C:12]([NH2:11])=[O:13] |f:1.2|. Procedure: A mixture of 33.2 g of 2-(tetrahydropyran-2-yloxy) ethylamine, 50 g of ice, and a solution of 35 g of potassium isocyanate in 80 ml of water is stirred well as 45.6 ml of 5N hydrochloric acid (cooled to -40°C) is added in one portion. The resulting solution is refluxed for 90 minutes, cooled, and extracted with four 150 ml portions of chloroform. The chloroform extract is dried and evaporated in vacuo to give 39.6 g of oil. The reactants are CC(CC(C(=O)OCC)C=1N=C(SC1)C1=CC=CC=C1)C (ethyl 4-methyl-2-(2-phenylthiazol-4-yl)pentanoate), [OH-].[Na+] (sodium hydroxide), [OH-].[Na+] (sodium hydroxide). The solvent is CO (methanol). Conditions: time 4 hour. Product: CC(CC(C(=O)O)C=1N=C(SC1)C1=CC=CC=C1)C (4-methyl-2-(2-phenylthiazol-4-yl)pentanoic acid). As a reaction SMILES: [CH3:1][CH:2]([CH3:21])[CH2:3][CH:4]([C:10]1[N:11]=[C:12]([C:15]2[CH:20]=[CH:19][CH:18]=[CH:17][CH:16]=2)[S:13][CH:14]=1)[C:5]([O:7]CC)=[O:6].[OH-].[Na+]>CO>[CH3:1][CH:2]([CH3:21])[CH2:3][CH:4]([C:10]1[N:11]=[C:12]([C:15]2[CH:16]=[CH:17][CH:18]=[CH:19][CH:20]=2)[S:13][CH:14]=1)[C:5]([OH:7])=[O:6] |f:1.2|. Procedure: A solution comprised of the ethyl 4-methyl-2-(2-phenylthiazol-4-yl)pentanoate in methanol (5 mL) was treated with sodium hydroxide (0.1 gm, 2 mmol). The mixture was stirred for 4 hours, basified with 0.1 M sodium hydroxide solution, washed with ethyl acetate (10 mL), acidified and extracted with ethyl acetate (50 mL). The extract was washed with water, dried (MgSO4) and concentrated. Product was purified from the residue by flash chromatography on silica gel (60° A) with 33% ethyl acetate in hex...